From a dataset of the Open Reaction Database (ORD), a public repository of structured organic reaction records. describe an organic reaction: reactants, conditions, products, and yield Reactants: O=C([O-])O, ClCCl, COc1ccc(C(OCC2CC(O)CN2C(=O)OCCNCCc2ccc(N=Nc3ccc([N+](=O)[O-])cc3Cl)cc2)(c2ccccc2)c2ccc(OC)cc2)cc1, CO, CCN(C(C)C)C(C)C, CC(C)N(C(C)C)P(Cl)OCCC#N, [Na+]. Product: COc1ccc(C(OCC2CC(OP(OCCC#N)N(C(C)C)C(C)C)CN2C(=O)OCCNCCc2ccc(N=Nc3ccc([N+](=O)[O-])cc3Cl)cc2)(c2ccccc2)c2ccc(OC)cc2)cc1. RXN SMILES: [C:81](=[O:82])([OH:83])[O-:84].[CH2:86]([Cl:87])[Cl:88].[CH3:1][O:2][c:3]1[cH:4][cH:5][c:6]([C:9]([O:10][CH2:11][CH:12]2[CH2:13][CH:14]([OH:43])[CH2:15][N:16]2[C:17](=[O:18])[O:19][CH2:20][CH2:21][NH:22][CH2:23][CH2:24][c:25]2[cH:26][cH:27][c:28]([N:31]=[N:32][c:33]3[c:34]([Cl:42])[cH:35][c:36]([N+:39](=[O:40])[O-:41])[cH:37][cH:38]3)[cH:29][cH:30]2)([c:44]2[cH:45][cH:46][cH:47][cH:48][cH:49]2)[c:50]2[cH:51][cH:52][c:53]([O:56][CH3:57])[cH:54][cH:55]2)[cH:7][cH:8]1.[CH3:89][OH:90].[CH:58]([N:59]([CH2:60][CH3:61])[CH:62]([CH3:63])[CH3:64])([CH3:65])[CH3:66].[CH:67]([CH3:68])([CH3:69])[N:70]([P:71]([O:72][CH2:73][CH2:74][C:75]#[N:76])[Cl:77])[CH:78]([CH3:79])[CH3:80].[Na+:85]>>[CH3:1][O:2][c:3]1[cH:4][cH:5][c:6]([C:9]([O:10][CH2:11][CH:12]2[CH2:13][CH:14]([O:43][P:71]([N:70]([CH:67]([CH3:68])[CH3:69])[CH:78]([CH3:79])[CH3:80])[O:72][CH2:73][CH2:74][C:75]#[N:76])[CH2:15][N:16]2[C:17](=[O:18])[O:19][CH2:20][CH2:21][NH:22][CH2:23][CH2:24][c:25]2[cH:26][cH:27][c:28]([N:31]=[N:32][c:33]3[c:34]([Cl:42])[cH:35][c:36]([N+:39](=[O:40])[O-:41])[cH:37][cH:38]3)[cH:29][cH:30]2)([c:44]2[cH:45][cH:46][cH:47][cH:48][cH:49]2)[c:50]2[cH:51][cH:52][c:53]([O:56][CH3:57])[cH:54][cH:55]2)[cH:7][cH:8]1. Starting materials: ClC(C(=O)OCC)C(CC)=O (Ethyl 2-chloro-3-oxopentanoate), C(=O)[O-].[NH4+] (ammonium formate), [OH-].[Na+] (sodium hydroxide). The solvent is O (water), C(C)OCC (diethyl ether), C(=O)O (formic acid). Yields the product C(C)C=1N=COC1C(=O)OCC (Ethyl 4-ethyloxazole-5-carboxylate). Yield: 40.4%. Reaction SMILES: Cl[CH:2]([C:8](=O)[CH2:9][CH3:10])[C:3]([O:5][CH2:6][CH3:7])=[O:4].[CH:12]([O-:14])=O.[NH4+:15].[OH-].[Na+]>C(O)=O.O.C(OCC)C>[CH2:9]([C:8]1[N:15]=[CH:12][O:14][C:2]=1[C:3]([O:5][CH2:6][CH3:7])=[O:4])[CH3:10] |f:1.2,3.4|. Reported procedure: Ethyl 2-chloro-3-oxopentanoate (29.2 g, 0.164 mol) prepared by the method of E. A. Falco, P. B. Russell and G. H. Hitchings, J. Am. Chem. Soc 1951, 73, 3753, and ammonium formate (60 g, 0.95 mol ) were heated in 100% formic acid (180 ml ) under reflux for 5 h. The cooled mixture was diluted with water (300 ml) and diethyl ether (200 ml), then neutralised with aqueous sodium hydroxide (5M). The layers were separated and the aqueous layer extracted with more ether (4×200 ml). The combined ether la... Reactants: S(=O)(=O)([O-])C1=CC=C(C)C=C1.C[N+]1=CC=C(C=C1)C=C(C)[N+](=O)[O-] (1-Methyl-4-(2-nitro-propenyl)-pyridinium tosylate), CC(=O)O (AcOH). Product: C(C)(=O)O.CC(CC1CCN(CC1)C)N (1-Methyl-2-(1-methyl-piperidin-4-yl)-ethylamine acetate). Reaction SMILES: S(C1C=CC(C)=CC=1)([O-])(=O)=O.[CH3:12][N+:13]1[CH:18]=[CH:17][C:16]([CH:19]=[C:20]([N+:22]([O-])=O)[CH3:21])=[CH:15][CH:14]=1.[CH3:25][C:26]([OH:28])=[O:27]>>[C:26]([OH:28])(=[O:27])[CH3:25].[CH3:21][CH:20]([NH2:22])[CH2:19][CH:16]1[CH2:15][CH2:14][N:13]([CH3:12])[CH2:18][CH2:17]1 |f:0.1,3.4|. Procedure details: A mixture of 1-methyl-4-(2-nitro-propenyl)-pyridinium tosylate (66) and Pt2O (10 wt %) in AcOH was agitated under 50 psi of H2 (gas) for a time sufficient for reaction completion. The mixture was filtered through Celite and the solvent removed by rotary evaporation to afford compound 67. Starting materials: CC(=O)OC(C)=O, Nc1cc(F)ccc1C(=O)NCCN1CCC(n2c(=O)[nH]c3cc(Cl)ccc32)CC1, [NH4+], [OH-], O. Yields the product CC(=O)Nc1cc(F)ccc1C(=O)NCCN1CCC(n2c(=O)[nH]c3cc(Cl)ccc32)CC1. RXN SMILES: [C:31]([CH3:32])(=[O:33])[O:34][C:35](=[O:36])[CH3:37].[NH2:1][c:2]1[c:3]([C:4](=[O:5])[NH:6][CH2:7][CH2:8][N:9]2[CH2:10][CH2:11][CH:12]([n:15]3[c:16](=[O:25])[nH:17][c:18]4[c:19]3[cH:20][cH:21][c:22]([Cl:24])[cH:23]4)[CH2:13][CH2:14]2)[cH:26][cH:27][c:28]([F:30])[cH:29]1.[NH4+:38].[OH-:39].[OH2:40]>>[NH:1]([c:2]1[c:3]([C:4](=[O:5])[NH:6][CH2:7][CH2:8][N:9]2[CH2:10][CH2:11][CH:12]([n:15]3[c:16](=[O:25])[nH:17][c:18]4[c:19]3[cH:20][cH:21][c:22]([Cl:24])[cH:23]4)[CH2:13][CH2:14]2)[cH:26][cH:27][c:28]([F:30])[cH:29]1)[C:31]([CH3:32])=[O:33]. The reactants are COC(C1=CN=C(C(=C1)N)N)=O (5,6-diamino-nicotinic acid methyl ester), C1(=C(C(=CC(=C1)C)C)S(=O)(=O)ON)C (O-mesitylene-sulfonylhydroxylamine), BrC1=CC=C(O1)C=O (5-bromofuran-2-carboxaldehyde). Product: COC(=O)C=1C=C(C=2N(C1)N=C(N2)C=2OC(=CC2)Br)N (8-Amino-2-(5-bromo-furan-2-yl)-[1,2,4]triazolo[1,5-a]pyridine-6-carboxylic Acid Methyl Ester). As a reaction SMILES: [CH3:1][O:2][C:3](=[O:12])[C:4]1[CH:9]=[C:8]([NH2:10])[C:7]([NH2:11])=[N:6][CH:5]=1.C1(C)C=C(C)C=C(C)C=1S(O[NH2:25])(=O)=O.[Br:27][C:28]1[O:32][C:31]([CH:33]=O)=[CH:30][CH:29]=1>>[CH3:1][O:2][C:3]([C:4]1[CH:9]=[C:8]([NH2:10])[C:7]2[N:6]([N:25]=[C:33]([C:31]3[O:32][C:28]([Br:27])=[CH:29][CH:30]=3)[N:11]=2)[CH:5]=1)=[O:12]. Procedure: The title compound, MS m/e (%): 338.2 (M+, 100), was prepared in accordance with the general method of example 1 from 5,6-diamino-nicotinic acid methyl ester, O-mesitylene-sulfonylhydroxylamine, and 5-bromofuran-2-carboxaldehyde. The purification was performed by flash column chromatography on silica eluting with a mixture of ethyl acetate and n-hexane. Reactants: TEA, FC(C(=O)O)(F)F.CN1[C@@H](CCC1)COC1=CC(=C(C(=O)O)C=C1)N(C(C(F)(F)F)=O)C1CCOCC1 (4-{[(2S)-1-methylpyrrolidin-2-yl]methoxy}-2-[tetrahydro-2H-pyran-4-yl(trifluoroacetyl)amino]benzoic acid trifluoroacetate), C(C(=O)Cl)(=O)Cl (Oxalyl chloride), CCN(C(C)C)C(C)C (DIPEA), FC=1C=C(CC=2C=C3C(=NNC3=CC2)N)C=C(C1)F (5-(3,5-Difluorobenzyl)-1H-indazol-3-amine). The reagents and catalysts are CN(C)C=O (DMF). The solvent is C(Cl)Cl (DCM), CCOC(=O)C.CO (AcOEt MeOH), C1CCOC1 (THF), C1CCOC1 (THF). Reaction conditions: time 2 hour. Product: FC=1C=C(CC=2C=C3C(=NNC3=CC2)NC(C2=C(C=C(C=C2)OC[C@H]2N(CCC2)C)NC2CCOCC2)=O)C=C(C1)F (N-[5-(3,5-difluorobenzyl)-1H-indazol-3-yl]-4-{[(2S)-1-methylpyrrolidin-2-yl]methoxy}-2-(tetrahydro-2H-pyran-4-ylamino)benzamide). Yield: 45.0%. As a reaction SMILES: FC(F)(F)C(O)=O.[CH3:8][N:9]1[CH2:13][CH2:12][CH2:11][C@H:10]1[CH2:14][O:15][C:16]1[CH:24]=[CH:23][C:19]([C:20](O)=[O:21])=[C:18]([N:25]([CH:32]2[CH2:37][CH2:36][O:35][CH2:34][CH2:33]2)C(=O)C(F)(F)F)[CH:17]=1.C(Cl)(=O)C(Cl)=O.CCN(C(C)C)C(C)C.[F:53][C:54]1[CH:55]=[C:56]([CH:68]=[C:69]([F:71])[CH:70]=1)[CH2:57][C:58]1[CH:59]=[C:60]2[C:64](=[CH:65][CH:66]=1)[NH:63][N:62]=[C:61]2[NH2:67]>C(Cl)Cl.CN(C=O)C.C1COCC1.CCOC(C)=O.CO>[F:53][C:54]1[CH:55]=[C:56]([CH:68]=[C:69]([F:71])[CH:70]=1)[CH2:57][C:58]1[CH:59]=[C:60]2[C:64](=[CH:65][CH:66]=1)[NH:63][N:62]=[C:61]2[NH:67][C:20](=[O:21])[C:19]1[CH:23]=[CH:24][C:16]([O:15][CH2:14][C@@H:10]2[CH2:11][CH2:12][CH2:13][N:9]2[CH3:8])=[CH:17][C:18]=1[NH:25][CH:32]1[CH2:33][CH2:34][O:35][CH2:36][CH2:37]1 |f:0.1,8.9|. Procedure details: 4-{[(2S)-1-methylpyrrolidin-2-yl]methoxy}-2-[tetrahydro-2H-pyran-4-yl(trifluoroacetyl)amino]benzoic acid trifluoroacetate (1 mmol, 531 mg) was dissolved in DCM and two drops of anhydrous DMF under nitrogen atmosphere. Oxalyl chloride (0.17 ml, 2 mmol) was added and the mixture was stirred at room temperature for 2 hours. Solvents were evaporated to obtain a yellow powder. The solid was redissolved in THF under an argon atmosphere and cooled at −20° C. DIPEA (0.56 ml, 3.2 mmol) was added. 5-(3,5-...